Task: describe an organic reaction: reactants, conditions, products, and yield. Dataset: the Open Reaction Database (ORD), a public repository of structured organic reaction records The reactants are C(C)OC1=CC=C2C(C(=CNC2=N1)C(=O)OCC)=O (7-Ethoxy-1,4-dihydro-4-oxo-1,8-naphthyridine-3-carboxylic acid, ethyl ester), BrCCO (2-bromoethanol), C([O-])([O-])=O.[K+].[K+] (potassium carbonate). Run in CN(C=O)C (dimethylformamide). Yields the product C(C)OC1=CC=C2C(C(=CN(C2=N1)CCO)C(=O)O)=O (7-Ethoxy-1,4-dihydro-1(2-hydroxyethyl)-4-oxo-1,8-naphthyridine-3-carboxylic acid). As a reaction SMILES: [CH2:1]([O:3][C:4]1[N:13]=[C:12]2[C:7]([C:8](=[O:19])[C:9]([C:14]([O:16]CC)=[O:15])=[CH:10][NH:11]2)=[CH:6][CH:5]=1)[CH3:2].Br[CH2:21][CH2:22][OH:23].C(=O)([O-])[O-].[K+].[K+]>CN(C)C=O>[CH2:1]([O:3][C:4]1[N:13]=[C:12]2[C:7]([C:8](=[O:19])[C:9]([C:14]([OH:16])=[O:15])=[CH:10][N:11]2[CH2:21][CH2:22][OH:23])=[CH:6][CH:5]=1)[CH3:2] |f:2.3.4|. Reported procedure: 7-Ethoxy-1,4-dihydro-4-oxo-1,8-naphthyridine-3-carboxylic acid, ethyl ester (3.6 g), 2-bromoethanol and potassium carbonate (7.5 g) in dimethylformamide (50 ml) (4.95 ml)/were stirred and heated on a steam bath for 16 hours. The solid was filtered off and the filtrate evaporated. The residue was crystallized from dimethylformamide. This ester (2.0 g) and aqueous sodium hydroxide (40 ml, 2N) were heated on a steam bath for 3 hours, cooled and acidified to pH 2 with aqueous hydrochloric acid. The ... As a reaction SMILES: [OH:1][C:2]([CH3:23])([CH3:22])[CH2:3][C@@:4]1([C:16]2[CH:21]=[CH:20][CH:19]=[CH:18][CH:17]=2)[O:9][C:8](=[O:10])[N:7]([C@H:11]2[CH2:15][CH2:14][NH:13][CH2:12]2)[CH2:6][CH2:5]1.F[C:25]1[CH:30]=[CH:29][C:28]([C:31]([F:34])([F:33])[F:32])=[CH:27][N:26]=1>>[OH:1][C:2]([CH3:23])([CH3:22])[CH2:3][C@@:4]1([C:16]2[CH:21]=[CH:20][CH:19]=[CH:18][CH:17]=2)[O:9][C:8](=[O:10])[N:7]([C@H:11]2[CH2:15][CH2:14][N:13]([C:25]3[CH:30]=[CH:29][C:28]([C:31]([F:34])([F:33])[F:32])=[CH:27][N:26]=3)[CH2:12]2)[CH2:6][CH2:5]1. Starting materials: OC(C[C@@]1(CCN(C(O1)=O)[C@@H]1CNCC1)C1=CC=CC=C1)(C)C ((S)-6-(2-hydroxy-2-methylpropyl)-6-phenyl-3-((S)-pyrrolidin-3-yl)-1,3-oxazinan-2-one), FC1=NC=C(C=C1)C(F)(F)F (2-fluoro-5-trifluoromethylpyridine). Yields the product OC(C[C@@]1(CCN(C(O1)=O)[C@@H]1CN(CC1)C1=NC=C(C=C1)C(F)(F)F)C1=CC=CC=C1)(C)C ((S)-6-(2-hydroxy-2-methylpropyl)-6-phenyl-3-((S)-1-(5-(trifluoromethyl)pyridin-2-yl)pyrrolidin-3-yl)-1,3-oxazinan-2-one). Procedure: The title compound was prepared following a procedure analogous to that described in Example 1 using (S)-6-(2-hydroxy-2-methylpropyl)-6-phenyl-3-((S)-pyrrolidin-3-yl)-1,3-oxazinan-2-one and 2-fluoro-5-trifluoromethylpyridine at 150° C. for 20 min. LC-MS Method 1 tR=1.51 min, m/z=464(M+1); 1H NMR (CD3OD) 8.26(s, 1H), 8.00(d, 1H), 7.38(m, 4H), 7.29(m, 1H), 7.01(m, 1H), 4.74(m, 1H), 3.77(m, 2H), 3.58(q, 1H), 3.47(m, 1H), 2.83(m, 1H), 2.55(m, 2H), 2.18(s, 2H), 1.24(s, 3H), 0.94(s, 3H). Reactants: C(C=C)OC1=C(C=C(C=C1)[N+](=O)[O-])F (1-Allyloxy-2-fluoro-4-nitro-benzene), C(C)N(C1=CC=CC=C1)CC (diethyl aniline). Yields the product C(C=C)C1=C(C(=CC(=C1)[N+](=O)[O-])F)O (2-Allyl-6-fluoro-4-nitro-phenol). Isolated yield 60.0%. As a reaction SMILES: C([O:4][C:5]1[CH:10]=[CH:9][C:8]([N+:11]([O-:13])=[O:12])=[CH:7][C:6]=1[F:14])C=C.C(N(CC)[C:18]1[CH:23]=CC=C[CH:19]=1)C>>[CH2:23]([C:10]1[CH:9]=[C:8]([N+:11]([O-:13])=[O:12])[CH:7]=[C:6]([F:14])[C:5]=1[OH:4])[CH:18]=[CH2:19]. Procedure: Compound 2 (25 g, 126.8 mmol) was solved in diethyl aniline (150 mL, 937.7 mmol) and the resulting solution was refluxed for 48 h. The crude was evaporated in vacuo and the residue was purified by column chromatography, eluted at 10% ethyl acetate/hexane. Fractions were collected to obtain the desired compound 3 (15 g, yield 60%). Starting materials: CC(C)(C)OC(=O)N1CCCC1COc1ccc(Cc2ccc(I)cc2)cc1, O=C([O-])[O-], COCCOC, CCO, [K+], [K+], CC(=O)[O-], CC(=O)[O-], O, [Pd+2], c1ccc(P(c2ccccc2)c2ccccc2)cc1, OB(O)c1ccncc1. Yields the product CC(C)(C)OC(=O)N1CCCC1COc1ccc(Cc2ccc(-c3ccncc3)cc2)cc1. RXN SMILES: [C:1]([CH3:2])([CH3:3])([CH3:4])[O:5][C:6](=[O:7])[N:8]1[CH:9]([CH2:13][O:14][c:15]2[cH:16][cH:17][c:18]([CH2:21][c:22]3[cH:23][cH:24][c:25]([I:28])[cH:26][cH:27]3)[cH:19][cH:20]2)[CH2:10][CH2:11][CH2:12]1.[C:57](=[O:58])([O-:59])[O-:60].[CH3:63][O:64][CH2:65][CH2:66][O:67][CH3:68].[CH3:79][CH2:80][OH:81].[K+:61].[K+:62].[O-:70][C:71]([CH3:72])=[O:73].[O-:74][C:75]([CH3:76])=[O:77].[OH2:78].[Pd+2:69].[c:38]1([P:39]([c:40]2[cH:41][cH:42][cH:43][cH:44][cH:45]2)[c:46]2[cH:47][cH:48][cH:49][cH:50][cH:51]2)[cH:52][cH:53][cH:54][cH:55][cH:56]1.[n:29]1[cH:30][cH:31][c:32]([B:35]([OH:36])[OH:37])[cH:33][cH:34]1>>[C:1]([CH3:2])([CH3:3])([CH3:4])[O:5][C:6](=[O:7])[N:8]1[CH:9]([CH2:13][O:14][c:15]2[cH:16][cH:17][c:18]([CH2:21][c:22]3[cH:23][cH:24][c:25](-[c:32]4[cH:31][cH:30][n:29][cH:34][cH:33]4)[cH:26][cH:27]3)[cH:19][cH:20]2)[CH2:10][CH2:11][CH2:12]1. Reactants: ice, [OH-].[K+] (KOH), C1(=CC=CC=C1)CC#N (phenylacetonitrile), [N+](=O)([O-])C=1SC=CC1 (2-nitrothiophene), C(C)(=O)O (acetic acid). Run in CO (methanol), O (water), CO (methanol), O (water). Product: ON=C1C=CC(S1)=C(C#N)C1=CC=CC=C1 ((5-Hydroxyimino-5H-thiophen-2-ylidene)-phenyl-acetonitrile). Isolated yield 37.4%. Reaction SMILES: [OH-].[K+].[C:3]1([CH2:9][C:10]#[N:11])[CH:8]=[CH:7][CH:6]=[CH:5][CH:4]=1.[N+:12]([C:15]1[S:16][CH:17]=[CH:18][CH:19]=1)([O-])=[O:13].C(O)(=O)C>CO.O>[OH:13][N:12]=[C:15]1[S:16][C:17](=[C:9]([C:3]2[CH:8]=[CH:7][CH:6]=[CH:5][CH:4]=2)[C:10]#[N:11])[CH:18]=[CH:19]1 |f:0.1|. Reported procedure: 14 g of KOH are dissolved in 50 ml of methanol. To the solution are added 7.1 ml (62 mmol) of phenylacetonitrile followed by 10 g (62 mmol) of 2-nitrothiophene dissolved in 30 ml of methanol. After the reaction mixture is stirred in the ice bath for 10 min, 200 ml of water are added with stirring. The resulting solution is acidified by addition of 55 ml of acetic acid in 50 ml of water, and extracted with ethyl acetate. The organic phase is washed with sodium chloride solution, and dried over Mg... The reactants are C1CCC2=NCCCN2CC1, CC#N, O=C(O)c1cn(CCF)c2c(F)c(F)c(F)cc2c1=O, CC1CNCC1CN. Product: CC1CN(c2c(F)cc3c(=O)c(C(=O)O)cn(CCF)c3c2F)CC1CN. RXN SMILES: [CH2:29]1[CH2:30][CH2:31][C:32]2=[N:37][CH2:36][CH2:35][CH2:34][N:33]2[CH2:38][CH2:39]1.[CH3:40][C:41]#[N:42].[F:1][c:2]1[cH:3][c:4]2[c:5](=[O:20])[c:6]([C:17](=[O:18])[OH:19])[cH:7][n:8]([CH2:14][CH2:15][F:16])[c:9]2[c:10]([F:13])[c:11]1[F:12].[NH2:21][CH2:22][CH:23]1[CH2:24][NH:25][CH2:26][CH:27]1[CH3:28]>>[F:1][c:2]1[cH:3][c:4]2[c:5](=[O:20])[c:6]([C:17](=[O:18])[OH:19])[cH:7][n:8]([CH2:14][CH2:15][F:16])[c:9]2[c:10]([F:13])[c:11]1[N:25]1[CH2:24][CH:23]([CH2:22][NH2:21])[CH:27]([CH3:28])[CH2:26]1.